This data is from the Open Reaction Database (ORD), a public repository of structured organic reaction records. The task is: describe an organic reaction: reactants, conditions, products, and yield The reactants are ClC(C(=O)CC(=O)OCC)(C)C (ethyl 2-chloroisobutyrylacetate), C(C)(=S)N (thioacetamide). Run in C(C)O (ethanol). Product: C(C)OC(=O)C1=C(N=C(S1)C)C(C)C (4-(1-methylethyl)-2-methylthiazole-5-carboxylic acid ethyl ester). Isolated yield 62.9%. As a reaction SMILES: Cl[C:2]([CH3:12])([CH3:11])[C:3]([CH2:5][C:6]([O:8][CH2:9][CH3:10])=[O:7])=O.[C:13]([NH2:16])(=[S:15])[CH3:14]>C(O)C>[CH2:9]([O:8][C:6]([C:5]1[S:15][C:13]([CH3:14])=[N:16][C:3]=1[CH:2]([CH3:12])[CH3:11])=[O:7])[CH3:10]. Procedure details: To a solution of ethyl 2-chloroisobutyrylacetate from step A (1.58 g, 8.2 mmol, ˜66% pure) in ethanol (20 mL) at 25° C. was added thioacetamide (617 mg, 8.2 mmol) and the reaction mixture was stirred at reflux for 24 h. After the solvents were removed under reduced pressure, the residual oil was diluted with ethyl acetate (100 mL), washed in turn with water (75 mL) and brine (75 mL), then was dried (MgSO4), filtered and concentrated in vacuo. The residue was flash chromatographed over silica gel... Reactants: IC1=C2C=CC(=NC2=CC=C1)Cl (5-iodo-2-chloroquinoline), CC1=CC=C(O1)CN (5-methyl-2-furanmethanamine), NC1=NNC(=C1)C (3-amino-5-methylpyrazole). Reaction SMILES: I[C:2]1[CH:11]=[CH:10][CH:9]=[C:8]2[C:3]=1[CH:4]=[CH:5][C:6](Cl)=[N:7]2.[CH3:13][C:14]1[O:18][C:17]([CH2:19][NH2:20])=[CH:16][CH:15]=1.[NH2:21][C:22]1[CH:26]=[C:25]([CH3:27])[NH:24][N:23]=1>>[CH3:13][C:14]1[O:18][C:17]([CH2:19][NH:20][C:6]2[CH:5]=[CH:4][C:3]3[C:2]([NH:21][C:22]4[CH:26]=[C:25]([CH3:27])[NH:24][N:23]=4)=[CH:11][CH:10]=[CH:9][C:8]=3[N:7]=2)=[CH:16][CH:15]=1. The product is CC1=CC=C(O1)CNC1=NC=2C=CC=C(C2C=C1)NC1=NNC(=C1)C (N2-(5-Methyl-furan-2-ylmethyl)-N5-(5-methyl-1H-pyrazol-3-yl)-quinoline-2,5-diamine). Reported procedure: The title compound, MS: m/e=334.5 (M+H+), was prepared in accordance with the general method of example 1 from 5-iodo-2-chloroquinoline, 5-methyl-2-furanmethanamine and 3-amino-5-methylpyrazole. Procedure details: 4-Benzoyloxy-2-butenyl oleate was prepared by the procedure of Example 1 from 19 gms (0.1 mole) of 4-hydroxy-2-butenyl benzoate and 30 gms (0.1 mole) of oleoyl chloride. The structure of the final product was characterized on the basis of NMR and IR spectral analyses as described in Example 1. Reactants: C(C1=CC=CC=C1)(=O)OCC=CCO (4-hydroxy-2-butenyl benzoate), C(CCCCCCC\C=C/CCCCCCCC)(=O)Cl (oleoyl chloride). Product: C(CCCCCCC\C=C/CCCCCCCC)(=O)OCC=CCOC(C1=CC=CC=C1)=O (4-Benzoyloxy-2-butenyl oleate). As a reaction SMILES: [C:1]([O:9][CH2:10][CH:11]=[CH:12][CH2:13][OH:14])(=[O:8])[C:2]1[CH:7]=[CH:6][CH:5]=[CH:4][CH:3]=1.[C:15](Cl)(=[O:33])[CH2:16][CH2:17][CH2:18][CH2:19][CH2:20][CH2:21][CH2:22]/[CH:23]=[CH:24]\[CH2:25][CH2:26][CH2:27][CH2:28][CH2:29][CH2:30][CH2:31][CH3:32]>>[C:15]([O:14][CH2:13][CH:12]=[CH:11][CH2:10][O:9][C:1](=[O:8])[C:2]1[CH:7]=[CH:6][CH:5]=[CH:4][CH:3]=1)(=[O:33])[CH2:16][CH2:17][CH2:18][CH2:19][CH2:20][CH2:21][CH2:22]/[CH:23]=[CH:24]\[CH2:25][CH2:26][CH2:27][CH2:28][CH2:29][CH2:30][CH2:31][CH3:32]. Reactants: C=1C=CC(=CC1)[C@@H]2[C@H](O2)C=3C=CC=CC3 (trans-stilbene oxide), C(C1CCCO1)N (tetrahydrofurfurylamine). Solvent: O (water). Conditions: temperature 140 celsius, time 18 hour. Product: C1(=CC=CC=C1)C(C(C1=CC=CC=C1)NCC1OCCC1)O (α-Phenyl-β-[(tetrahydrofuran-2-ylmethyl)amino]benzeneethanol). Yield: 76.7%. Reaction SMILES: [CH:1]1[CH:2]=[CH:3][C:4]([C@H:7]2[O:9][C@@H:8]2[C:10]2[CH:11]=[CH:12][CH:13]=[CH:14][CH:15]=2)=[CH:5][CH:6]=1.[CH2:16]([NH2:22])[CH:17]1[O:21][CH2:20][CH2:19][CH2:18]1>O>[C:10]1([CH:8]([OH:9])[CH:7]([NH:22][CH2:16][CH:17]2[CH2:18][CH2:19][CH2:20][O:21]2)[C:4]2[CH:3]=[CH:2][CH:1]=[CH:6][CH:5]=2)[CH:11]=[CH:12][CH:13]=[CH:14][CH:15]=1. Procedure details: A mixture of trans-stilbene oxide (1.96 g, 0.010 mole) and tetrahydrofurfurylamine (3.03 g, 0.030 mole) was heated at 140° C. for 2 hrs. After standing at ambient temperature for 18 hrs, the mixture was diluted with water (150 ml). An oil separated from the solution which solidified on standing for an hour. NMR and mass spectral analyses showed stilbene oxide remaining. The solid was treated with another 3.03 g of tetrahydrofurfurylamine and the mixture heated at 140° C. for another 3 hours. The... Reactants: CC[SiH](CC)CC, ClCCl, CC(=O)c1c(OS(=O)(=O)C(F)(F)F)ccc(Oc2c(C)cc([N+](=O)[O-])c3c2CCC3)c1O, O, O=C(O)C(F)(F)F. The product is CCc1c(OS(=O)(=O)C(F)(F)F)ccc(Oc2c(C)cc([N+](=O)[O-])c3c2CCC3)c1O. As a reaction SMILES: [CH2:33]([SiH:34]([CH2:35][CH3:36])[CH2:37][CH3:38])[CH3:39].[Cl:48][CH2:49][Cl:50].[F:1][C:2]([S:3](=[O:4])(=[O:5])[O:6][c:7]1[c:8]([C:28]([CH3:29])=[O:30])[c:9]([OH:27])[c:10]([O:13][c:14]2[c:15]3[c:19]([c:20]([N+:24](=[O:25])[O-:26])[cH:21][c:22]2[CH3:23])[CH2:18][CH2:17][CH2:16]3)[cH:11][cH:12]1)([F:31])[F:32].[OH2:47].[OH:40][C:41]([C:42]([F:43])([F:44])[F:45])=[O:46]>>[F:1][C:2]([S:3](=[O:4])(=[O:5])[O:6][c:7]1[c:8]([CH2:28][CH3:29])[c:9]([OH:27])[c:10]([O:13][c:14]2[c:15]3[c:19]([c:20]([N+:24](=[O:25])[O-:26])[cH:21][c:22]2[CH3:23])[CH2:18][CH2:17][CH2:16]3)[cH:11][cH:12]1)([F:31])[F:32]. The reactants are BrC=1C=CC2=C(SC=C2)C1 (6-bromobenzo[b]thiophene), C[S-].[Na+] (sodium thiomethoxide). Solvent: CN(C)C=O (DMF). Reaction conditions: temperature 90 celsius, time 6 hour. Product: CSC=1C=CC2=C(SC=C2)C1 (6-methylsulfanylbenzo[b]thiophene). Isolated yield 83.2%. As a reaction SMILES: Br[C:2]1[CH:3]=[CH:4][C:5]2[CH:9]=[CH:8][S:7][C:6]=2[CH:10]=1.[CH3:11][S-:12].[Na+]>CN(C=O)C>[CH3:11][S:12][C:2]1[CH:3]=[CH:4][C:5]2[CH:9]=[CH:8][S:7][C:6]=2[CH:10]=1 |f:1.2|. Procedure: A mixture of 6-bromobenzo[b]thiophene (2.0 g, 9.4 mmol) and sodium thiomethoxide (1.30 g, 18.8 mmol) in DMF (15 mL) is stirred at 90° C. under nitrogen for 6 hours. The reaction is cooled to room temperature, extracted with ethyl acetate and saturated aqueous sodium chloride, washed with 2 N aqueous NaOH solution, saturated aqueous sodium chloride, dried over Na2SO4, filtered, and evaporated. The residue is purified by chromatography on silica gel, eluting with ethyl acetate:hexanes 3:7, to give... Procedure details: A mixture of 4'-cyano-2'-(2,4-difluorophenoxy)methanesulfonanilide (1.5 g), hydroxylamine hydrochloride (0.8 g), and sodium carbonate (1.2 g) in ethanol (21 ml) and water (32 ml) was refluxed for 13 hours. The mixture was concentrated and the residue was dissolved in water, acidified with diluted hydrochloric acid, and extracted with ethyl acetate. The extract was washed with water, dried, and concentrated. The residue was purified by column chromatography on silica gel (40 g) eluting with a mix... Starting materials: C(#N)C1=CC(=C(NS(=O)(=O)C)C=C1)OC1=C(C=C(C=C1)F)F (4'-cyano-2'-(2,4-difluorophenoxy)methanesulfonanilide), Cl.NO (hydroxylamine hydrochloride), C([O-])([O-])=O.[Na+].[Na+] (sodium carbonate). Yields the product FC1=C(OC=2C=C(C(N)=NO)C=CC2NS(=O)(=O)C)C=CC(=C1)F (3-(2,4-difluorophenoxy)-4-(methanesulfonamido)benzamidoxime). Reaction SMILES: [C:1]([C:3]1[CH:13]=[CH:12][C:6]([NH:7][S:8]([CH3:11])(=[O:10])=[O:9])=[C:5]([O:14][C:15]2[CH:20]=[CH:19][C:18]([F:21])=[CH:17][C:16]=2[F:22])[CH:4]=1)#[N:2].Cl.[NH2:24][OH:25].C(=O)([O-])[O-].[Na+].[Na+]>C(O)C.O>[F:22][C:16]1[CH:17]=[C:18]([F:21])[CH:19]=[CH:20][C:15]=1[O:14][C:5]1[CH:4]=[C:3]([CH:13]=[CH:12][C:6]=1[NH:7][S:8]([CH3:11])(=[O:10])=[O:9])[C:1](=[N:24][OH:25])[NH2:2] |f:1.2,3.4.5|. Isolated yield 60.5%. The solvent is C(C)O (ethanol), O (water). The reactants are C(C1=CC=CC=C1)N1CCC2=NC=3C=CC=CC3C(=C2CC1)OCCC1=CC=CC=C1 (3-benzyl-11-[β-phenyl-ethyl]oxy-1,2,4,5-tetrahydro -3H-azepino[4,5-b]quinoline), ClC(=O)OCC (ethyl chloroformate). Yields the product Cl.C(C)OC(=O)N1CCC2=NC=3C=CC=CC3C(=C2CC1)OCCC1=CC=CC=C1 (11-[β-Phenyl-ethyl]oxy-1,2,4,5-tetrahydro-3-azepino[4,5-b] quinoline-carboxylic acid ethyl ester hydrochloride). The yield is 51.0%. RXN SMILES: C([N:8]1[CH2:22][CH2:21][C:20]2[C:11](=[N:12][C:13]3[CH:14]=[CH:15][CH:16]=[CH:17][C:18]=3[C:19]=2[O:23][CH2:24][CH2:25][C:26]2[CH:31]=[CH:30][CH:29]=[CH:28][CH:27]=2)[CH2:10][CH2:9]1)C1C=CC=CC=1.[Cl:32][C:33]([O:35][CH2:36][CH3:37])=[O:34]>>[ClH:32].[CH2:36]([O:35][C:33]([N:8]1[CH2:22][CH2:21][C:20]2[C:11](=[N:12][C:13]3[CH:14]=[CH:15][CH:16]=[CH:17][C:18]=3[C:19]=2[O:23][CH2:24][CH2:25][C:26]2[CH:31]=[CH:30][CH:29]=[CH:28][CH:27]=2)[CH2:10][CH2:9]1)=[O:34])[CH3:37] |f:2.3|. Procedure: 11-[β-Phenyl-ethyl]oxy-1,2,4,5-tetrahydro-3-azepino[4,5-b] quinoline-carboxylic acid ethyl ester hydrochloride was prepared from 3-benzyl-11-[β-phenyl-ethyl]oxy-1,2,4,5-tetrahydro -3H-azepino[4,5-b]quinoline and ethyl chloroformate analogous to Example 208. Yield: 51% of theory; m.p. 153° C. The reactants are ClC1=C(C=CC=C1)N1N=C(C=C1C=1SC(=CC1)C1=CC(=CC=C1)S(=O)(=O)C)C(=O)O (1-(2-chlorophenyl)-5-{5-[3-(methylsulfonyl)phenyl]-2-thienyl}-1H-pyrazole-3-carboxylic acid), C(C)N (ethylamine), C1CCOC1 (THF), C(=O)(N1C=NC=C1)N1C=NC=C1 (carbonyldiimidazole). Solvent: C(Cl)Cl (DCM). Conditions: time 2 hour. Product: ClC1=C(C=CC=C1)N1N=C(C=C1C=1SC(=CC1)C1=CC(=CC=C1)S(=O)(=O)C)C(=O)NCC (1-(2-chlorophenyl)-N-ethyl-5-{5-[3-(methylsulfonyl)phenyl]-2-thienyl}-1H-pyrazole-3-carboxamide). Isolated yield 86.4%. RXN SMILES: [Cl:1][C:2]1[CH:7]=[CH:6][CH:5]=[CH:4][C:3]=1[N:8]1[C:12]([C:13]2[S:14][C:15]([C:18]3[CH:23]=[CH:22][CH:21]=[C:20]([S:24]([CH3:27])(=[O:26])=[O:25])[CH:19]=3)=[CH:16][CH:17]=2)=[CH:11][C:10]([C:28](O)=[O:29])=[N:9]1.C(N1C=CN=C1)([N:33]1[CH:37]=[CH:36]N=C1)=O.C(N)C.C1COCC1>C(Cl)Cl>[Cl:1][C:2]1[CH:7]=[CH:6][CH:5]=[CH:4][C:3]=1[N:8]1[C:12]([C:13]2[S:14][C:15]([C:18]3[CH:23]=[CH:22][CH:21]=[C:20]([S:24]([CH3:27])(=[O:26])=[O:25])[CH:19]=3)=[CH:16][CH:17]=2)=[CH:11][C:10]([C:28]([NH:33][CH2:37][CH3:36])=[O:29])=[N:9]1. Procedure: To a suspension of 1-(2-chlorophenyl)-5-{5-[3-(methylsulfonyl)phenyl]-2-thienyl}-1H-pyrazole-3-carboxylic acid (92 mg, 0.2 mmol) in DCM (2 mL) was added carbonyldiimidazole (39 mg, 1.2 equiv) and stirring was continued for 2 h at 20° C. A solution of ethylamine in THF (1.8 M, 0.17 mL, 1.5 equiv) was added and the mixture was stirred overnight at 20° C. Evaporation of solvent gave a crude, which was purified by column chromatography on silica gel eluting with MeOH-DCM (1:19) to afford 1-(2-chloro...